describe an organic reaction: reactants, conditions, products, and yield From a dataset of the Open Reaction Database (ORD), a public repository of structured organic reaction records. Starting materials: ClC1=NC=CC(=C1)C=1C2=C(N=C(N1)C=1C=C(C=CC1)O)C=CS2 (3-[4-(2-chloro-pyridin-4-yl)-thieno[3,2-d]pyrimidin-2-yl]-phenol), [C-]#N.[Na+] (sodium cyanide), CN1CCCC1=O (NMP). Reagents/catalysts: [Ni](Br)Br (nickel (II) bromide). The solvent is O (water). Conditions: temperature 200 celsius. Yields the product OC=1C=C(C=CC1)C=1N=C(C2=C(N1)C=CS2)C2=CC(=NC=C2)C#N (4-[2-(3-Hydroxy-phenyl)-thieno[3,2-d]pyrimidin-4-yl]-pyridine-2-carbonitrile). RXN SMILES: Cl[C:2]1[CH:7]=[C:6]([C:8]2[C:9]3[S:23][CH:22]=[CH:21][C:10]=3[N:11]=[C:12]([C:14]3[CH:15]=[C:16]([OH:20])[CH:17]=[CH:18][CH:19]=3)[N:13]=2)[CH:5]=[CH:4][N:3]=1.[C-]#N.[Na+].[CH3:27][N:28]1C(=O)CCC1>O.[Ni](Br)Br>[OH:20][C:16]1[CH:15]=[C:14]([C:12]2[N:13]=[C:8]([C:6]3[CH:5]=[CH:4][N:3]=[C:2]([C:27]#[N:28])[CH:7]=3)[C:9]3[S:23][CH:22]=[CH:21][C:10]=3[N:11]=2)[CH:19]=[CH:18][CH:17]=1 |f:1.2|. Procedure details: A mixture of 3-[4-(2-chloro-pyridin-4-yl)-thieno[3,2-d]pyrimidin-2-yl]-phenol (90 mg), sodium cyanide (26 mg), nickel (II) bromide (58 mg) and NMP was heated under microwave irradiation at 200° C. for 30 minutes. The mixture was cooled, diluted with water and the precipitate collected by filtration. The title compound was isolated following flash column chromatography (31 mg). Starting materials: C(C)(=O)OC(C)=O (acetic anhydride), S1C(=NC2=C1C=CC=C2)S(=O)(=O)N (2-Benzothiazolesulfonamide), N1=CC=CC=C1 (pyridine), ice. Run at time 15 minute. The product is N1=C(C=C1)NS(=O)(=O)C=1SC2=C(N1)C=CC=C2 (N-Azetyl-2-benzothiazolesulfonamide). Reaction SMILES: [S:1]1[C:5]2[CH:6]=[CH:7][CH:8]=[CH:9][C:4]=2[N:3]=[C:2]1[S:10]([NH2:13])(=[O:12])=[O:11].C(OC(=O)C)(=O)C.[N:21]1[CH:26]=[CH:25][CH:24]=CC=1>>[N:21]1[CH:24]=[CH:25][C:26]=1[NH:13][S:10]([C:2]1[S:1][C:5]2[CH:6]=[CH:7][CH:8]=[CH:9][C:4]=2[N:3]=1)(=[O:12])=[O:11]. Reported procedure: 2-Benzothiazolesulfonamide (1.0g., 0047 mol) was dissolved in 30 ml of pyridine and stirred at room temperature for 15 minutes. Freshly distilled acetic anhydride (2 ml) was added to this solution and the reaction stirred over night at room temperature. The reaction was poured into a 300 ml beaker containing 25 ml of concentrated HC1 and 250 of crushed ice. The reaction was allowed to stand at room temperature until the ice melted and then vacuum filtered to yield 0.2 g of product (quantitative ...